Dataset: the Open Reaction Database (ORD), a public repository of structured organic reaction records. Task: describe an organic reaction: reactants, conditions, products, and yield The reactants are O=C([O-])C(O)C(O)C(=O)[O-], CCOC(=O)c1ccc(NCc2c(-c3ccc(F)cc3)noc2C)nn1, C[Al](C)C, [K+], NCCO, [Na+], C1COCCO1. Product: Cc1onc(-c2ccc(F)cc2)c1CNc1ccc(C(=O)NCCO)nn1. As a reaction SMILES: [C:35]([CH:36]([CH:37]([C:38]([O-:39])=[O:40])[OH:41])[OH:42])([O-:43])=[O:44].[CH2:9]([O:11][C:12](=[O:10])[c:14]1[n:15][n:16][c:17]([NH:20][CH2:21][c:22]2[c:23](-[c:28]3[cH:29][cH:30][c:31]([F:34])[cH:32][cH:33]3)[n:24][o:25][c:26]2[CH3:27])[cH:18][cH:19]1)[CH3:13].[CH3:1][Al:2]([CH3:3])[CH3:4].[K+:45].[NH2:5][CH2:6][CH2:7][OH:8].[Na+:46].[O:47]1[CH2:48][CH2:49][O:50][CH2:51][CH2:52]1>>[NH:5]([CH2:6][CH2:7][OH:8])[C:12](=[O:11])[c:14]1[n:15][n:16][c:17]([NH:20][CH2:21][c:22]2[c:23](-[c:28]3[cH:29][cH:30][c:31]([F:34])[cH:32][cH:33]3)[n:24][o:25][c:26]2[CH3:27])[cH:18][cH:19]1. The reactants are CC1CNCC(C)C1, Fc1nc(F)c(Cl)c(F)n1, C1CCOC1. Product: CC1CC(C)CN(c2nc(F)nc(F)c2Cl)C1. Reaction SMILES: [CH3:11][CH:12]1[CH2:13][NH:14][CH2:15][CH:16]([CH3:18])[CH2:17]1.[F:1][c:2]1[n:3][c:4]([F:10])[c:5]([Cl:9])[c:6]([F:8])[n:7]1.[O:19]1[CH2:20][CH2:21][CH2:22][CH2:23]1>>[F:1][c:2]1[n:3][c:4]([N:14]2[CH2:13][CH:12]([CH3:11])[CH2:17][CH:16]([CH3:18])[CH2:15]2)[c:5]([Cl:9])[c:6]([F:8])[n:7]1. Reactants: BrC=1C(=C(C=CC1C)[N+](=O)[O-])C (3-bromo-2,4-dimethylnitrobenzene), BrC1=C(C(=CC=C1C)[N+](=O)[O-])CC(C(=O)O)=O (3-(2-bromo-3-methyl-6-nitrophenyl)pyruvic acid). Product: BrC1=C2C=C(NC2=CC=C1C)C(=O)O (4-Bromo-5-methylindole-2-carboxylic acid). As a reaction SMILES: BrC1C(C)=C([N+]([O-])=O)C=CC=1C.[Br:13][C:14]1[C:19]([CH3:20])=[CH:18][CH:17]=[C:16]([N+:21]([O-])=O)[C:15]=1[CH2:24][C:25](=O)[C:26]([OH:28])=[O:27]>>[Br:13][C:14]1[C:19]([CH3:20])=[CH:18][CH:17]=[C:16]2[C:15]=1[CH:24]=[C:25]([C:26]([OH:28])=[O:27])[NH:21]2. Procedure: The compound was prepared via 3-bromo-2,4-dimethylnitrobenzene (m.p. 52° C) and 3-(2-bromo-3-methyl-6-nitrophenyl)pyruvic acid (m.p. 196° C). Reactants: BrC1=CC=C2C=C(C(=CC2=C1)N)OC (7-bromo-3-methoxy-naphthalen-2-ylamine), C(C)(=O)OC(C)=O (acetic anhydride), N1=CC=CC=C1 (pyridine). The solvent is O (Water). Reaction conditions: time 3 hour. Product: BrC1=CC=C2C=C(C(=CC2=C1)NC(C)=O)OC (N-(7-bromo-3-methoxy-naphthalen-2-yl)-acetamide). Isolated yield 99.7%. Reaction SMILES: [Br:1][C:2]1[CH:11]=[C:10]2[C:5]([CH:6]=[C:7]([O:13][CH3:14])[C:8]([NH2:12])=[CH:9]2)=[CH:4][CH:3]=1.[C:15](OC(=O)C)(=[O:17])[CH3:16].N1C=CC=CC=1>O>[Br:1][C:2]1[CH:11]=[C:10]2[C:5]([CH:6]=[C:7]([O:13][CH3:14])[C:8]([NH:12][C:15](=[O:17])[CH3:16])=[CH:9]2)=[CH:4][CH:3]=1. Procedure: A mixture of 7-bromo-3-methoxy-naphthalen-2-ylamine (2.2 g, 8.76 mmol), acetic anhydride (1.4 g, 13.14 mmol) and pyridine (20 mL) was stirred at room temperature for 3 hours. Water (300 mL) was added and the solid precipitate was collected by filtration and copiously washed with water. The solid residue was dissolved in dichloromethane, dried over anhydrous sodium sulfate, filtered and evaporated under reduced pressure to give 2.569 g of N-(7-bromo-3-methoxy-naphthalen-2-yl)-acetamide as a light... Reactants: CCO, CCOC(=O)c1cnn(-c2ccc(F)cc2)c1, [Na+], [OH-], O. Product: O=C(O)c1cnn(-c2ccc(F)cc2)c1. RXN SMILES: [CH3:20][CH2:21][OH:22].[F:1][c:2]1[cH:3][cH:4][c:5](-[n:8]2[n:9][cH:10][c:11]([C:13](=[O:14])[O:15][CH2:16][CH3:17])[cH:12]2)[cH:6][cH:7]1.[Na+:19].[OH-:18].[OH2:23]>>[F:1][c:2]1[cH:3][cH:4][c:5](-[n:8]2[n:9][cH:10][c:11]([C:13](=[O:14])[OH:15])[cH:12]2)[cH:6][cH:7]1.